This data is from the Open Reaction Database (ORD), a public repository of structured organic reaction records. The task is: describe an organic reaction: reactants, conditions, products, and yield Reactants: C(C)(C)(C)OC(=O)C=1C=CC(=NC1)C=CC(=O)OCC (ethyl 3-(5-t-butoxycarbonyl-2-pyridyl)acrylate), [OH-].[Na+] (sodium hydroxide). Solvent: C(C)O (ethanol). Conditions: time 5 hour. Product: C(C)(C)(C)OC(=O)C=1C=CC(=NC1)C=CC(=O)O (3-(5-t-butoxycarbonyl-2-pyridyl)acrylic acid). Isolated yield 57.9%. RXN SMILES: [C:1]([O:5][C:6]([C:8]1[CH:9]=[CH:10][C:11]([CH:14]=[CH:15][C:16]([O:18]CC)=[O:17])=[N:12][CH:13]=1)=[O:7])([CH3:4])([CH3:3])[CH3:2].[OH-].[Na+]>C(O)C>[C:1]([O:5][C:6]([C:8]1[CH:9]=[CH:10][C:11]([CH:14]=[CH:15][C:16]([OH:18])=[O:17])=[N:12][CH:13]=1)=[O:7])([CH3:4])([CH3:2])[CH3:3] |f:1.2|. Procedure details: A mixture of 2.5 g of ethyl 3-(5-t-butoxycarbonyl-2-pyridyl)acrylate, 12 ml of 1N sodium hydroxide solution, and 6 ml of ethanol is stirred at room temperature for 5 hours. The ethanol is distilled off below 40° C. under reduced pressure, and the aqueous solution is adjusted to pH 4.5 with 10% hydrochloric acid. The resulting precipitate is collected and washed with cold water to give 1.3 g of the title compound.